From a dataset of the Open Reaction Database (ORD), a public repository of structured organic reaction records. describe an organic reaction: reactants, conditions, products, and yield Starting materials: ClC1=C(C(=NC(=C1[N+](=O)[O-])Cl)C)C(=O)OCC (4,6-dichloro-2-methyl-5-nitropyridine-3-carboxylic acid, ethyl ester), CO (methanol), C(C)(CC)N (sec. butylamine). The solvent is C(C)N(CC)CC (triethylamine). Yields the product ClC1=C(C(=C(C(=N1)C)C(=O)OCC)NC(CC)C)[N+](=O)[O-] (6-Chloro-2-methyl-4-(1-methylpropyl)amino-5-nitropyridine-3-carboxylic acid, ethyl ester). RXN SMILES: Cl[C:2]1[C:7]([N+:8]([O-:10])=[O:9])=[C:6]([Cl:11])[N:5]=[C:4]([CH3:12])[C:3]=1[C:13]([O:15][CH2:16][CH3:17])=[O:14].CO.[CH:20]([NH2:24])([CH2:22][CH3:23])[CH3:21]>C(N(CC)CC)C>[Cl:11][C:6]1[N:5]=[C:4]([CH3:12])[C:3]([C:13]([O:15][CH2:16][CH3:17])=[O:14])=[C:2]([NH:24][CH:20]([CH3:21])[CH2:22][CH3:23])[C:7]=1[N+:8]([O-:10])=[O:9]. Procedure: 139.5 g. of 4,6-dichloro-2-methyl-5-nitropyridine-3-carboxylic acid, ethyl ester (0.5 Mol.) are dissolved in about 500 ml. methanol. 60 g. of triethylamine are added and the solution is heated at reflux temperature. At this point, 36.5 g. of sec. butylamine are added dropwise. After the addition is completed, heating is continued for ten minutes. The solvent is then removed in vacuo and 500 ml. of ethyl acetate are added to the residue. The triethylamine hydrochloride is filtered off and the sol... Yields the product COc1ccc(-c2c(NS(=O)(=O)c3ccc(C)cc3)ncnc2OCCO)cc1. Reaction SMILES: [C:27]([CH2:28][OH:29])(=[O:30])[O-:31].[Cl:1][c:2]1[c:3](-[c:19]2[cH:20][cH:21][c:22]([O:25][CH3:26])[cH:23][cH:24]2)[c:4]([NH:8][S:9](=[O:10])(=[O:11])[c:12]2[cH:13][cH:14][c:15]([CH3:18])[cH:16][cH:17]2)[n:5][cH:6][n:7]1.[Na+:32].[Na:33].[OH:34][CH2:35][CH2:36][OH:37]>>[c:2]1([O:30][CH2:27][CH2:28][OH:29])[c:3](-[c:19]2[cH:20][cH:21][c:22]([O:25][CH3:26])[cH:23][cH:24]2)[c:4]([NH:8][S:9](=[O:10])(=[O:11])[c:12]2[cH:13][cH:14][c:15]([CH3:18])[cH:16][cH:17]2)[n:5][cH:6][n:7]1. The reactants are O=C([O-])CO, COc1ccc(-c2c(Cl)ncnc2NS(=O)(=O)c2ccc(C)cc2)cc1, [Na+], [Na], OCCO.